From a dataset of the Open Reaction Database (ORD), a public repository of structured organic reaction records. describe an organic reaction: reactants, conditions, products, and yield Reactants: [H-].[Na+] (Sodium hydride), NC(CO)C (2-aminopropanol), ClC1=NC(=CC=C1)Cl (2,6-dichloropyridine). Solvent: C1CCOC1 (THF). Reaction conditions: time 30 minute. The product is ClC1=CC=CC(=N1)OCC(C)N (1-(6-Chloropyridin-2-yloxy)-2-propylamine). The yield is 84.2%. Reaction SMILES: [H-].[Na+].[NH2:3][CH:4]([CH3:7])[CH2:5][OH:6].[Cl:8][C:9]1[CH:14]=[CH:13][CH:12]=[C:11](Cl)[N:10]=1>C1COCC1>[Cl:8][C:9]1[N:10]=[C:11]([O:6][CH2:5][CH:4]([NH2:3])[CH3:7])[CH:12]=[CH:13][CH:14]=1 |f:0.1|. Procedure details: Sodium hydride (60 wt. percent oil dispersion, 560 mg, 14 mmol) was added to a stirred solution of 2-aminopropanol (1.2 mL, 14 mmol) in THF (25 mL). After 30 minutes, 2,6-dichloropyridine (2.0 g, 14 mmol) was added and the reaction heated at reflux for 8 hours. After cooling, the reaction was quenched with aqueous 1N hydrochloric acid and washed with ether (3×30 mL). The pH of the aqueous phase was then raised to 10-11 with 50 wt. percent aqueous sodium hydroxide and extracted with ether (3×50 m... Starting materials: O=C1CCN(CC1)C1=CC=C(C=C1)NS(=O)(=O)C1=CC=C(C=C1)NC(C)=O (N-{4-[4-(4-Oxo-piperidine-1-yl)-phenylsulfamoyl]-phenyl}-acetamide), COC1=C(C=CC(=C1)C(CN)O)O (DL-normetanephrine). The product is OC(CNC1CCN(CC1)C1=CC=C(NS(=O)(=O)C2=CC=C(C=C2)NC(C)=O)C=C1)C1=CC(=C(C=C1)O)OC (N-(4-{[4-(4-{[2-Hydroxy-2-(4-hydroxy-3-methoxyphenyl)ethyl]amino}-1-piperidineyl)anilino]sulfonyl}phenyl)acetamide). Reaction SMILES: O=[C:2]1[CH2:7][CH2:6][N:5]([C:8]2[CH:13]=[CH:12][C:11]([NH:14][S:15]([C:18]3[CH:23]=[CH:22][C:21]([NH:24][C:25](=[O:27])[CH3:26])=[CH:20][CH:19]=3)(=[O:17])=[O:16])=[CH:10][CH:9]=2)[CH2:4][CH2:3]1.[CH3:28][O:29][C:30]1[CH:35]=[C:34]([CH:36]([OH:39])[CH2:37][NH2:38])[CH:33]=[CH:32][C:31]=1[OH:40]>>[OH:39][CH:36]([C:34]1[CH:33]=[CH:32][C:31]([OH:40])=[C:30]([O:29][CH3:28])[CH:35]=1)[CH2:37][NH:38][CH:2]1[CH2:3][CH2:4][N:5]([C:8]2[CH:9]=[CH:10][C:11]([NH:14][S:15]([C:18]3[CH:19]=[CH:20][C:21]([NH:24][C:25](=[O:27])[CH3:26])=[CH:22][CH:23]=3)(=[O:17])=[O:16])=[CH:12][CH:13]=2)[CH2:6][CH2:7]1. Reported procedure: The title compound was prepared from N-{4-[4-(4-oxo-piperidine-1-yl)-phenylsulfamoyl]-phenyl}-acetamide (which was obtained in Example 216) and DL-normetanephrine according to the procedure of Example 255 as a white solid; 1H NMR (300 MHz, DMSO-d6) δ 1.40-1.60 (m, 2H), 1.90-2.06 (m, 2H), 2.06 (s, 3H), 2.50-3.50 (m, 5H), 3.55-3.65 (m, 2H), 3.77 (s, 3H), 4.70-4.80 (m, 1H), 5.70-5.85 (brs, 1H), 6.70-6.90 (m, 7H), 7.59 (d, J=8.7 Hz, 2H), 7.69 (d, J=8.7 Hz, 2H), 8.95 (brs, 1H), 10.37 (s, 1H); MS (ES)... Reactants: C(C)(C)(C)OC(=O)N1C2=C(C(CCC1)N(CC1=CC(=CC(=C1)C(F)(F)F)C(F)(F)F)C(C)=O)C=C(C=C2)C(F)(F)F (5-[Acetyl-(3,5-bis-trifluoromethyl-benzyl)-amino]-7-trifluoromethyl-2,3,4,5-tetrahydro-benzo[b]azepine-1-carboxylic acid tert-butyl ester), C(=O)(C(F)(F)F)O.C(Cl)Cl (TFA DCM). Product: FC(C=1C=C(CN(C(C)=O)C2C3=C(NCCC2)C=CC(=C3)C(F)(F)F)C=C(C1)C(F)(F)F)(F)F (N-(3,5-Bis-trifluoromethyl-benzyl)-N-(7-trifluoromethyl-2,3,4,5-tetrahydro-1H-benzo[b]azepin-5-yl)-acetamide). RXN SMILES: C(OC([N:8]1[CH2:14][CH2:13][CH2:12][CH:11]([N:15]([C:31](=[O:33])[CH3:32])[CH2:16][C:17]2[CH:22]=[C:21]([C:23]([F:26])([F:25])[F:24])[CH:20]=[C:19]([C:27]([F:30])([F:29])[F:28])[CH:18]=2)[C:10]2[CH:34]=[C:35]([C:38]([F:41])([F:40])[F:39])[CH:36]=[CH:37][C:9]1=2)=O)(C)(C)C.C(O)(C(F)(F)F)=O.C(Cl)Cl>>[F:26][C:23]([F:24])([F:25])[C:21]1[CH:22]=[C:17]([CH:18]=[C:19]([C:27]([F:29])([F:30])[F:28])[CH:20]=1)[CH2:16][N:15]([CH:11]1[CH2:12][CH2:13][CH2:14][NH:8][C:9]2[CH:37]=[CH:36][C:35]([C:38]([F:39])([F:40])[F:41])=[CH:34][C:10]1=2)[C:31](=[O:33])[CH3:32] |f:1.2|. Procedure: 5-[Acetyl-(3,5-bis-trifluoromethyl-benzyl)-amino]-7-trifluoromethyl-2,3,4,5-tetrahydro-benzo[b]azepine-1-carboxylic acid tert-butyl ester (0.118 g, 0.197 mmol) was treated with 1:1 TFA/DCM (2.00 ml) at room temperature. Evaporation of solvents provided the titled compound, which was used directly for the next step without further purification. MS (ES+): 499 (M+H).